From a dataset of the Open Reaction Database (ORD), a public repository of structured organic reaction records. describe an organic reaction: reactants, conditions, products, and yield Starting materials: N1CC(C(=O)OC)CCC1 (methyl nipecotate), C([O-])([O-])=O.[K+].[K+] (potassium carbonate), ClC(C(=O)OCC1=CC=C(C=C1)OC)(Cl)Cl (p-methoxybenzyl trichloroacetate). Run in C1(=CC=CC=C1)C (toluene). Product: Cl.COC1=CC=C(CN2CC(C(=O)OC)CCC2)C=C1 (methyl N-(p-methoxybenzyl)nipecotate hydrochloride). Yield: 63.8%. RXN SMILES: [NH:1]1[CH2:10][CH2:9][CH2:8][CH:3]([C:4]([O:6][CH3:7])=[O:5])[CH2:2]1.C(=O)([O-])[O-].[K+].[K+].[Cl:17]C(Cl)(Cl)C(O[CH2:22][C:23]1[CH:28]=[CH:27][C:26]([O:29][CH3:30])=[CH:25][CH:24]=1)=O>C1(C)C=CC=CC=1>[ClH:17].[CH3:30][O:29][C:26]1[CH:27]=[CH:28][C:23]([CH2:22][N:1]2[CH2:10][CH2:9][CH2:8][CH:3]([C:4]([O:6][CH3:7])=[O:5])[CH2:2]2)=[CH:24][CH:25]=1 |f:1.2.3,6.7|. Reported procedure: A mixture of 23 g of methyl nipecotate, 24.3 g of potassium carbonate, and 52 g of p-methoxybenzyl trichloroacetate in 800 ml of toluene is refluxed under nitrogen for 72 hours. The mixture is cooled, the toluene removed in vacuo, the residue dissolved in chloroform, and this solution washed once with 400 ml of aqueous potassium carbonate and then with 400 ml of 10% hydrochloric acid. The chloroform solution is dried and concentrated in vacuo to a viscous brown oil. Trituration of this oil with ... Reactants: CC(Br)c1cc(C(F)(F)F)cc(C(F)(F)F)c1, CN(C)C=O, CCN(CC1CCCC1)c1ccc(C(F)(F)F)cc1CNc1ncc(OCCSC)cn1, [H-], [Na+], C1CCOC1, O. Reaction SMILES: [Br:35][CH:36]([CH3:37])[c:38]1[cH:39][c:40]([C:48]([F:49])([F:50])[F:51])[cH:41][c:42]([C:44]([F:45])([F:46])[F:47])[cH:43]1.[CH3:58][N:59]([CH3:60])[CH:61]=[O:62].[CH:1]1([CH2:6][N:7]([c:8]2[c:9]([CH2:18][NH:19][c:20]3[n:21][cH:22][c:23]([O:26][CH2:27][CH2:28][S:29][CH3:30])[cH:24][n:25]3)[cH:10][c:11]([C:14]([F:15])([F:16])[F:17])[cH:12][cH:13]2)[CH2:31][CH3:32])[CH2:2][CH2:3][CH2:4][CH2:5]1.[H-:33].[Na+:34].[O:53]1[CH2:54][CH2:55][CH2:56][CH2:57]1.[OH2:52]>>[CH:1]1([CH2:6][N:7]([c:8]2[c:9]([CH2:18][N:19]([c:20]3[n:21][cH:22][c:23]([O:26][CH2:27][CH2:28][S:29][CH3:30])[cH:24][n:25]3)[CH:36]([CH3:37])[c:38]3[cH:39][c:40]([C:48]([F:49])([F:50])[F:51])[cH:41][c:42]([C:44]([F:45])([F:46])[F:47])[cH:43]3)[cH:10][c:11]([C:14]([F:15])([F:16])[F:17])[cH:12][cH:13]2)[CH2:31][CH3:32])[CH2:2][CH2:3][CH2:4][CH2:5]1. Yields the product CCN(CC1CCCC1)c1ccc(C(F)(F)F)cc1CN(c1ncc(OCCSC)cn1)C(C)c1cc(C(F)(F)F)cc(C(F)(F)F)c1. The reactants are OC=1C=CC2=C(N(C(=N2)C2=CSC=C2)C2=CC=C(C=C2)F)C1 (6-Hydroxy-1-(4-fluorophenyl)-2-(3-thienyl)-1H-benzimidazole), COC(CCCCCBr)=O (6-bromo-hexanoic acid methyl ester). The product is COC(CCCCCOC=1C=CC2=C(N(C(=N2)C2=CSC=C2)C2=CC=C(C=C2)F)C1)=O (6-[[1-(4-Fluorophenyl)-2-(3-thienyl)-1H-benzimidazol-6-yl]oxy]hexanoic acid methyl ester). RXN SMILES: [OH:1][C:2]1[CH:3]=[CH:4][C:5]2[N:9]=[C:8]([C:10]3[CH:14]=[CH:13][S:12][CH:11]=3)[N:7]([C:15]3[CH:20]=[CH:19][C:18]([F:21])=[CH:17][CH:16]=3)[C:6]=2[CH:22]=1.[CH3:23][O:24][C:25](=[O:32])[CH2:26][CH2:27][CH2:28][CH2:29][CH2:30]Br>>[CH3:23][O:24][C:25](=[O:32])[CH2:26][CH2:27][CH2:28][CH2:29][CH2:30][O:1][C:2]1[CH:3]=[CH:4][C:5]2[N:9]=[C:8]([C:10]3[CH:14]=[CH:13][S:12][CH:11]=3)[N:7]([C:15]3[CH:16]=[CH:17][C:18]([F:21])=[CH:19][CH:20]=3)[C:6]=2[CH:22]=1. Reported procedure: 6-Hydroxy-1-(4-fluorophenyl)-2-(3-thienyl)-1H-benzimidazole was reacted with 6-bromo-hexanoic acid methyl ester according to general operating instructions 3. As a reaction SMILES: [C:1]([CH3:2])([CH3:3])([CH3:4])[O:5][C:6](=[O:7])[NH:8][c:9]1[cH:10][cH:11][c:12]([S:15][c:16]2[c:17]([NH:25][c:26]3[c:27]4[c:28]([n:29][cH:30][n:31]3)[n:32][c:33]([CH:36]([CH3:37])[CH3:38])[cH:34][cH:35]4)[cH:18][c:19]([C:20](=[O:21])[OH:22])[cH:23][cH:24]2)[cH:13][cH:14]1.[CH3:39][NH:40][CH:41]([c:42]1[cH:43][cH:44][cH:45][cH:46][cH:47]1)[CH3:48]>>[C:1]([CH3:2])([CH3:3])([CH3:4])[O:5][C:6](=[O:7])[NH:8][c:9]1[cH:10][cH:11][c:12]([S:15][c:16]2[c:17]([NH:25][c:26]3[c:27]4[c:28]([n:29][cH:30][n:31]3)[n:32][c:33]([CH:36]([CH3:37])[CH3:38])[cH:34][cH:35]4)[cH:18][c:19]([C:20](=[O:22])[N:40]([CH3:39])[CH:41]([c:42]3[cH:43][cH:44][cH:45][cH:46][cH:47]3)[CH3:48])[cH:23][cH:24]2)[cH:13][cH:14]1. Reactants: CC(C)c1ccc2c(Nc3cc(C(=O)O)ccc3Sc3ccc(NC(=O)OC(C)(C)C)cc3)ncnc2n1, CNC(C)c1ccccc1. Yields the product CC(C)c1ccc2c(Nc3cc(C(=O)N(C)C(C)c4ccccc4)ccc3Sc3ccc(NC(=O)OC(C)(C)C)cc3)ncnc2n1. Reactants: C=CCCCCCC (1-octene), complex ( 1 ), N[C@@H](CCSC)C=O (Metal), Li[B(C6F5)4], Cl (HCl), ( ii ), ( i ), methylaluminoxane, C=C (ethylene), C=C (ethylene), ( ii ), long chain trialkylamine, di(tallow)methylamine, ( i ), methyldi((C14-C18)alkyl)ammonium, FC1=C(C(=C(C(=C1[B-](C1=C(C(=C(C(=C1F)F)F)F)F)(C1=C(C(=C(C(=C1F)F)F)F)F)C1=C(C(=C(C(=C1F)F)F)F)F)F)F)F)F (tetrakis(pentafluorophenyl)borate), [H][H] (Hydrogen), Complex ( 1 ). Solvent: alkanes, C1(=CC=CC=C1)C (toluene). Product: C=C.C=CCCCCCC (Ethylene/1-Octene). Reaction SMILES: [CH2:1]=[CH:2][CH2:3][CH2:4][CH2:5][CH2:6][CH2:7][CH3:8].[H][H].C=C.N[C@H](C=O)CCSC.FC1C([B-](C2C(F)=C(F)C(F)=C(F)C=2F)(C2C(F)=C(F)C(F)=C(F)C=2F)C2C(F)=C(F)C(F)=C(F)C=2F)=C(F)C(F)=C(F)C=1F.Cl>C1(C)C=CC=CC=1>[CH2:1]=[CH2:2].[CH2:1]=[CH:2][CH2:3][CH2:4][CH2:5][CH2:6][CH2:7][CH3:8] |f:7.8|. Procedure: A 2-liter Parr reactor is used in the polymerizations. All feeds are passed through columns of alumina and Q-5™ catalyst (available from Englehardt Chemicals Inc.) prior to introduction into the reactor. Solution of complex (1) and activating co-catalysts (activators) are handled under an inert atmosphere (e.g., nitrogen gas) in a glove box. A stirred 2-liter reactor is charged with about 533 g of mixed alkanes solvent (Isopar E) and 250 g of 1-octene comonomer. Hydrogen gas (45 psi) is added as... Starting materials: CN(C)C=O, N#Cc1ccc2[nH]ccc2c1. Product: N#Cc1ccc2[nH]cc(C=O)c2c1. RXN SMILES: [CH3:12][N:13]([CH:14]=[O:15])[CH3:16].[nH:1]1[cH:2][cH:3][c:4]2[cH:5][c:6]([C:10]#[N:11])[cH:7][cH:8][c:9]12>>[nH:1]1[cH:2][c:3]([CH:14]=[O:15])[c:4]2[cH:5][c:6]([C:10]#[N:11])[cH:7][cH:8][c:9]12. Reactants: CC(C)(C)OC(=O)N1C(CNC(=O)C(F)(F)F)CC2CC21, Cl, C1COCCO1. The product is O=C(NCC1CC2CC2N1)C(F)(F)F. As a reaction SMILES: [C:2]([O:3][C:4](=[O:5])[N:9]1[CH:10]2[CH2:11][CH:12]2[CH2:13][CH:14]1[CH2:15][NH:16][C:17]([C:18]([F:19])([F:20])[F:21])=[O:22])([CH3:6])([CH3:7])[CH3:8].[ClH:1].[O:23]1[CH2:24][CH2:25][O:26][CH2:27][CH2:28]1>>[NH:9]1[CH:10]2[CH2:11][CH:12]2[CH2:13][CH:14]1[CH2:15][NH:16][C:17]([C:18]([F:19])([F:20])[F:21])=[O:22]. Reactants: resultant mixture, BrN1C(CCC1=O)=O (N-Bromosuccinimide), CC(C(=O)NC=1C(=C(C=CC1)CCC1N(CCC1)C(=O)OC(C)(C)C)C(=O)OC)(C)C (tert butyl 2-{2-[3-(2,2-dimethyl-propionylamino)-2-methoxycarbonylphenyl]-ethyl}-pyrrolidine-1-carboxylate), CC(C(=O)NC=1C(=C(C=CC1)CCC1N(CCC1)C(=O)OC(C)(C)C)C(=O)OC)(C)C (tert butyl 2-{2-[3-(2,2-dimethyl-propionylamino)-2-methoxycarbonylphenyl]-ethyl}-pyrrolidine-1-carboxylate). Solvent: C(C)#N (acetonitrile). The product is BrC1=CC=C(C(=C1CCC1N(CCC1)C(=O)OC(C)(C)C)C(=O)OC)NC(C(C)(C)C)=O (tert butyl 2-{2-[6-bromo-3-(2,2-dimethylpropionylamino)-2-methoxycarbonylphenyl]-ethyl}-pyrrolidine-1-carboxylate). The yield is 78.7%. RXN SMILES: [Br:1]N1C(=O)CCC1=O.[CH3:9][C:10]([CH3:39])([CH3:38])[C:11]([NH:13][C:14]1[C:15]([C:34]([O:36][CH3:37])=[O:35])=[C:16]([CH2:20][CH2:21][CH:22]2[CH2:26][CH2:25][CH2:24][N:23]2[C:27]([O:29][C:30]([CH3:33])([CH3:32])[CH3:31])=[O:28])[CH:17]=[CH:18][CH:19]=1)=[O:12]>C(#N)C>[Br:1][C:17]1[C:16]([CH2:20][CH2:21][CH:22]2[CH2:26][CH2:25][CH2:24][N:23]2[C:27]([O:29][C:30]([CH3:31])([CH3:32])[CH3:33])=[O:28])=[C:15]([C:34]([O:36][CH3:37])=[O:35])[C:14]([NH:13][C:11](=[O:12])[C:10]([CH3:39])([CH3:38])[CH3:9])=[CH:19][CH:18]=1. Procedure details: N-Bromosuccinimide (1.24 g) was added to a solution of tert butyl 2-{2-[3-(2,2-dimethyl-propionylamino)-2-methoxycarbonylphenyl]-ethyl}-pyrrolidine-1-carboxylate (Intermediate 37, 2.74 g) in acetonitrile (40 mL) and the resultant mixture was stirred for 1 hour at room temperature. The mixture was concentrated in vacuo and the residue was partitioned between ethyl acetate and water. The organic layer was dried (Na2SO4) and filtered and the filtrate was concentrated in vacuo. The residue was purif...